This data is from the Open Reaction Database (ORD), a public repository of structured organic reaction records. The task is: describe an organic reaction: reactants, conditions, products, and yield The reactants are C1(=CC=CC=C1)C(=[N+]=[N-])C1=CC=CC=C1 (diphenyldiazomethane), NC1[C@@H]2N(C(C(CS2)O)C(=O)O)C1=O (7-amino-3-hydroxycepham-4-carboxylic acid). Run in C(C)(=O)OCC (ethyl acetate), CS(=O)C (dimethyl sulfoxide). Conditions: time 32 hour. Yields the product NC1[C@@H]2N(C(C(CS2)O)C(=O)OC(C2=CC=CC=C2)C2=CC=CC=C2)C1=O (benzhydryl 7-amino-3-hydroxycepham-4-carboxylate). Yield: 68.1%. Reaction SMILES: [C:1]1([C:7]([C:10]2[CH:15]=[CH:14][CH:13]=[CH:12][CH:11]=2)=[N+]=[N-])[CH:6]=[CH:5][CH:4]=[CH:3][CH:2]=1.[NH2:16][CH:17]1[C:28](=[O:29])[N:19]2[CH:20]([C:25]([OH:27])=[O:26])[CH:21]([OH:24])[CH2:22][S:23][C@H:18]12>C(OCC)(=O)C.CS(C)=O>[NH2:16][CH:17]1[C:28](=[O:29])[N:19]2[CH:20]([C:25]([O:27][CH:7]([C:10]3[CH:15]=[CH:14][CH:13]=[CH:12][CH:11]=3)[C:1]3[CH:6]=[CH:5][CH:4]=[CH:3][CH:2]=3)=[O:26])[CH:21]([OH:24])[CH2:22][S:23][C@H:18]12. Reported procedure: A solution of diphenyldiazomethane (1.7 mol) in ethyl acetate (2.13 l) was added to a mixture of 7-amino-3-hydroxycepham-4-carboxylic acid (186 g) in dimethyl sulfoxide (1.5 l). The mixture was stirred at room temperature for 32 hours and filtered. To the filtrate was added water and the mixture was extracted with ethyl acetate. The extract was washed three times with water, dried over magnesium sulfate and filtered, and the filtrate was evaporated in vacuo. The residue was tritulated with diiso...